From a dataset of the Open Reaction Database (ORD), a public repository of structured organic reaction records. describe an organic reaction: reactants, conditions, products, and yield Run in ClCCl (dichloromethane). Starting materials: BrC=1C(=NN(C1)CO)C(C)C (4-bromo-3-i-propyl-1H-pyrazole-1-ylmethanol), S(=O)(Cl)Cl (thionyl chloride). Yields the product Cl.BrC=1C(=NN(C1)CCl)C(C)C (4-bromo-3-i-propyl-1-(chloromethyl)-1H-pyrazole hydrochloride). Reported procedure: 1.29 g of 4-bromo-3-i-propyl-1H-pyrazole-1-ylmethanol was dissolved to 20 ml of dichloromethane. 2 ml of thionyl chloride was added to the solution, followed by stirring at room temperature for overnight. The reaction mixture was concentrated under reduced pressure to obtain 1.28 g of 4-bromo-3-i-propyl-1-(chloromethyl)-1H-pyrazole hydrochloride. Conditions: time 8 hour. Reaction SMILES: [Br:1][C:2]1[C:3]([CH:9]([CH3:11])[CH3:10])=[N:4][N:5]([CH2:7]O)[CH:6]=1.S(Cl)([Cl:14])=O>ClCCl>[ClH:14].[Br:1][C:2]1[C:3]([CH:9]([CH3:11])[CH3:10])=[N:4][N:5]([CH2:7][Cl:14])[CH:6]=1 |f:3.4|. The reactants are C(\C=C\C(=O)O)(=O)O (fumaric acid), ClCCC1N(C(N(C1)C)=O)C (4-(2-chloroethyl)-1,3-dimethyl-2-oxo-imidazolidine), P(=O)(Cl)(Cl)Cl (phosphorus oxychloride), NC1=CC=CC=C1 (aniline). Solvent: C(Cl)(Cl)Cl (chloroform). Conditions: time 2 hour. The product is C(\C=C\C(=O)O)(=O)O.ClCCC1N(C(N(C1)C)=NC1=CC=CC=C1)C (4-(2-Chloroethyl)-1,3-dimethyl-2-phenyliminoimidazolidine Fumarate). Isolated yield 50.0%. Reaction SMILES: [Cl:1][CH2:2][CH2:3][CH:4]1[CH2:8][N:7]([CH3:9])[C:6](=O)[N:5]1[CH3:11].P(Cl)(Cl)(Cl)=O.[NH2:17][C:18]1[CH:23]=[CH:22][CH:21]=[CH:20][CH:19]=1.[C:24]([OH:31])(=[O:30])/[CH:25]=[CH:26]/[C:27]([OH:29])=[O:28]>C(Cl)(Cl)Cl>[C:24]([OH:31])(=[O:30])/[CH:25]=[CH:26]/[C:27]([OH:29])=[O:28].[Cl:1][CH2:2][CH2:3][CH:4]1[CH2:8][N:7]([CH3:9])[C:6](=[N:17][C:18]2[CH:23]=[CH:22][CH:21]=[CH:20][CH:19]=2)[N:5]1[CH3:11] |f:5.6|. Reported procedure: To 8.0 g (0.045 mole) of 4-(2-chloroethyl)-1,3-dimethyl-2-oxo-imidazolidine was added 50 ml of phosphorus oxychloride, and the solution was refluxed for 18 hours, and concentrated in vacuo. The residue was dissolved in 25 ml of methylene chloride and added dropwise to 4.2 g (0.045 mole) of aniline stirring at room temperature. Stirring was continued for two hours. The solution was diluted with chloroform and washed with dilute sodium hydroxide solution. The chloroform was dried, filtered and con... Starting materials: O1C(=NC2=C1C=CC=C2)SCCN2CCN(CC2)CC(=O)NC=2C(=NC(=CC2OCC(F)(F)F)C)OCCOC (2-[4-[2-(Benzoxazol-2-ylthio)ethyl]piperazin-1-yl]-N-[2-(2-methoxyethoxy)-4-(2,2,2-trifluoroethoxy)-6-methyl-3-pyridyl]acetamide), Cl.N1=CC=CC=C1 (pyridine hydrochloride). The solvent is C(C)O (ethanol). Product: Cl.O1C(=NC2=C1C=CC=C2)SCCN2CCN(CC2)CC(=O)NC=2C(=NC(=CC2OCC(F)(F)F)C)OCCOC (2-[4-[2-(benzoxazol-2-ylthio)ethyl]piperazin-1-yl]-N-[2-(2-methoxyethoxy)-4-(2,2,2-trifluoroethoxy)-6-methyl-3-pyridyl]acetamide monohydrochloride). Yield: 25.1%. RXN SMILES: [O:1]1[C:5]2[CH:6]=[CH:7][CH:8]=[CH:9][C:4]=2[N:3]=[C:2]1[S:10][CH2:11][CH2:12][N:13]1[CH2:18][CH2:17][N:16]([CH2:19][C:20]([NH:22][C:23]2[C:24]([O:36][CH2:37][CH2:38][O:39][CH3:40])=[N:25][C:26]([CH3:35])=[CH:27][C:28]=2[O:29][CH2:30][C:31]([F:34])([F:33])[F:32])=[O:21])[CH2:15][CH2:14]1.[ClH:41].N1C=CC=CC=1>C(O)C>[ClH:41].[O:1]1[C:5]2[CH:6]=[CH:7][CH:8]=[CH:9][C:4]=2[N:3]=[C:2]1[S:10][CH2:11][CH2:12][N:13]1[CH2:18][CH2:17][N:16]([CH2:19][C:20]([NH:22][C:23]2[C:24]([O:36][CH2:37][CH2:38][O:39][CH3:40])=[N:25][C:26]([CH3:35])=[CH:27][C:28]=2[O:29][CH2:30][C:31]([F:32])([F:33])[F:34])=[O:21])[CH2:15][CH2:14]1 |f:1.2,4.5|. Procedure details: 2-[4-[2-(Benzoxazol-2-ylthio)ethyl]piperazin-1-yl]-N-[2-(2-methoxyethoxy)-4-(2,2,2-trifluoroethoxy)-6-methyl-3-pyridyl]acetamide (500 mg, 0.86 mmol) was dissolved in ethanol (10 mL), followed by the addition of pyridine hydrochloride (198 mg, 1.71 mmol). The reaction mixture was concentrated, and to the residue, ethanol (0.2 mL) and water (2 mL) were added. A precipitate was collected by filtration to afford the title compound (134 mg, 25.2%) as a colorless crystalline powder. Reactants: O=C1CC2C=CCCC12Cl, Cl, NO, O, c1ccncc1. Yields the product ON=C1CC2C=CCCC12Cl. Reaction SMILES: [Cl:1][C:2]12[CH2:3][CH2:4][CH:5]=[CH:6][CH:7]1[CH2:8][C:9]2=[O:10].[ClH:11].[NH2:12][OH:13].[OH2:14].[cH:15]1[cH:16][cH:17][n:18][cH:19][cH:20]1>>[Cl:1][C:2]12[CH2:3][CH2:4][CH:5]=[CH:6][CH:7]1[CH2:8][C:9]2=[N:12][OH:13]. The reactants are B(Br)(Br)Br (Boron tribromide), C(=O)=O (dry-ice), C(=O)(O)[O-].[Na+] (NaHCO3), Cl.C(C)(C)(C)N(CCC)[C@H]1COC2=C(C1)C(=CC=C2F)OC ((R)-3-(N-tert-Butyl-N-n-propylamino)-8-fluoro-5-methoxy-3,4-dihydro-2H-1-benzopyran hydrochloride), B(Br)(Br)Br (boron tribromide), ice. The solvent is C(Cl)Cl (methylene chloride). Reaction conditions: time 4 hour. Product: C(C)(C)(C)N(CCC)[C@H]1COC2=C(C1)C(=CC=C2F)O ((R)-3-(N-tert-Butyl-N-n-propylamino)-8-fluoro-5-hydroxy-3,4-dihydro-2H-1-benzopyran). Isolated yield 100.2%. Reaction SMILES: Cl.[C:2]([N:6]([C@@H:10]1[CH2:15][C:14]2[C:16]([O:21]C)=[CH:17][CH:18]=[C:19]([F:20])[C:13]=2[O:12][CH2:11]1)[CH2:7][CH2:8][CH3:9])([CH3:5])([CH3:4])[CH3:3].B(Br)(Br)Br.C(=O)=O.C([O-])(O)=O.[Na+]>C(Cl)Cl>[C:2]([N:6]([C@@H:10]1[CH2:15][C:14]2[C:16]([OH:21])=[CH:17][CH:18]=[C:19]([F:20])[C:13]=2[O:12][CH2:11]1)[CH2:7][CH2:8][CH3:9])([CH3:3])([CH3:4])[CH3:5] |f:0.1,4.5|. Reported procedure: (R)-3-(N-tert-Butyl-N-n-propylamino)-8-fluoro-5-methoxy-3,4-dihydro-2H-1-benzopyran hydrochloride (1.3 g, 3.9 mmol) in dry methylene chloride (40 mL) under nitrogen was cooled on a dry ice-EtOH bath to -50° C. Boron tribromide (0.75 mL, 7.8 mmol) was added dropwise (in 1 min) to the stirred solution above. Five minutes after the addition of boron tribromide was complete, the dry-ice bath was changed to an ice bath (+4° C). After stirring for 4 h at the same temperature the solution was poured on... Starting materials: C(=O)[O-].[NH4+] (Ammonium formate), FC1=C(CC2=NNC3=CC=C(C=C23)[N+](=O)[O-])C=CC=C1 (3-(2-fluoro-benzyl)-5-nitro-1H-indazole). The reagents and catalysts are [Pd] (Pd/C). The solvent is CO.C1CCOC1 (MeOH THF), CO (MeOH). Product: FC1=C(CC2=NNC3=CC=C(C=C23)N)C=CC=C1 (3-(2-Fluoro-benzyl)-1H-indazol-5-ylamine). Yield: 90.1%. Reaction SMILES: C([O-])=O.[NH4+].[F:5][C:6]1[CH:24]=[CH:23][CH:22]=[CH:21][C:7]=1[CH2:8][C:9]1[C:17]2[C:12](=[CH:13][CH:14]=[C:15]([N+:18]([O-])=O)[CH:16]=2)[NH:11][N:10]=1>CO.C1COCC1.CO.[Pd]>[F:5][C:6]1[CH:24]=[CH:23][CH:22]=[CH:21][C:7]=1[CH2:8][C:9]1[C:17]2[C:12](=[CH:13][CH:14]=[C:15]([NH2:18])[CH:16]=2)[NH:11][N:10]=1 |f:0.1,3.4|. Reported procedure: Ammonium formate (50 mg, 0.792 mmol) and 10% Pd/C (5 mg) were added to a solution of 3-(2-fluoro-benzyl)-5-nitro-1H-indazole (50 mg, 0.184 mmol) in MeOH/THF (3 ml, 1/1) then refluxed for 3 hours. The reaction was diluted with MeOH (20 ml) and filtered through a celite pad. The solvent was evaporated, residue dissolved in MeCl2, dried over Na2SO4, filtered and solvent evaporated yielding title compound as white solid (40 mg, 88%) ESMS (MH, 242).